Dataset: the Open Reaction Database (ORD), a public repository of structured organic reaction records. Task: describe an organic reaction: reactants, conditions, products, and yield The reactants are CC(c1ccccc1)N(Cc1ccccc1)C(CC(=O)OC(C)(C)C)C1CCCCC1, ClCCl, O=C(O)C(F)(F)F. The product is CC(c1ccccc1)N(Cc1ccccc1)C(CC(=O)O)C1CCCCC1. RXN SMILES: [C:1]([CH3:2])([CH3:3])([CH3:4])[O:5][C:6]([CH2:7][CH:8]([CH:9]1[CH2:10][CH2:11][CH2:12][CH2:13][CH2:14]1)[N:15]([CH:16]([CH3:17])[c:18]1[cH:19][cH:20][cH:21][cH:22][cH:23]1)[CH2:24][c:25]1[cH:26][cH:27][cH:28][cH:29][cH:30]1)=[O:31].[Cl:39][CH2:40][Cl:41].[OH:32][C:33]([C:34]([F:35])([F:36])[F:37])=[O:38]>>[O:5]=[C:6]([CH2:7][CH:8]([CH:9]1[CH2:10][CH2:11][CH2:12][CH2:13][CH2:14]1)[N:15]([CH:16]([CH3:17])[c:18]1[cH:19][cH:20][cH:21][cH:22][cH:23]1)[CH2:24][c:25]1[cH:26][cH:27][cH:28][cH:29][cH:30]1)[OH:31].